Dataset: the Open Reaction Database (ORD), a public repository of structured organic reaction records. Task: describe an organic reaction: reactants, conditions, products, and yield Starting materials: ClC=1C=C(COC2=CC=C(C=C2)C2=NN=NN2)C=CC1 (5-[4-(3-chloro benzyloxy) phenyl] tetrazole), [Br-].C(CC)#N (propionitrile bromide), C(CC)O (n-propanol), [OH-].[K+] (KOH). Product: ClC=1C=C(COC2=CC=C(C=C2)C=2N=NN(N2)CCC#N)C=CC1 (5-[4-(3-chloro benzyloxy) phenyl] 2-tetrazole propanenitrile). Reaction SMILES: [Cl:1][C:2]1[CH:3]=[C:4]([CH:18]=[CH:19][CH:20]=1)[CH2:5][O:6][C:7]1[CH:12]=[CH:11][C:10]([C:13]2[NH:17][N:16]=[N:15][N:14]=2)=[CH:9][CH:8]=1.C(O)CC.[OH-].[K+].[Br-].[C:28](#[N:31])[CH2:29][CH3:30]>>[Cl:1][C:2]1[CH:3]=[C:4]([CH:18]=[CH:19][CH:20]=1)[CH2:5][O:6][C:7]1[CH:8]=[CH:9][C:10]([C:13]2[N:14]=[N:15][N:16]([CH2:30][CH2:29][C:28]#[N:31])[N:17]=2)=[CH:11][CH:12]=1 |f:2.3,4.5|. Procedure details: To a solution made tepid of 10-2 mole of 5-[4-(3-chloro benzyloxy) phenyl] tetrazole in 60 ml of n-propanol containing 10-2 mole of KOH, 1.2×10-2 mole of propionitrile bromide (IIa) is added and the reaction mixture is heated to reflux for 25 hours. After concentration by evaporating the solvent, the residue is taken up in ether, the etherated solution is washed twice with 20 ml of 0.5N aqueous NaOH, then with water, dried and concentrated. After recrystallization in methanol, the expected compo... The solvent is CCOCC (ether), CCOCC (ether). Procedure details: A mixture of 3.1 g of 6-fluoro-3-(1-methyl-4-piperidinyl)-1H-indazole and 8 ml of benzoyl chloride was heated at 100° C. in a steam bath for 8 hrs. After cooling, ether was added and the solid was collected. The solid was treated with ammonium hydroxide solution to give an oil. The oil was dissolved in 300 ml of ether, stirred and 1.2 g of fumaric acid was added. After four hrs at ambient temperature, the fumarate salt was collected. Recrystallization from ethanol-ether yielded 3.0 g (50.9%) of ... The product is C(\C=C\C(=O)O)(=O)O.C(C1=CC=CC=C1)(=O)N1N=C(C2=CC=C(C=C12)F)C1CCN(CC1)C (1-Benzoyl-6-fluoro-3-(1-methyl-4-piperidinyl)-1H-indazole fumarate). The reactants are FC1=CC=C2C(=NNC2=C1)C1CCN(CC1)C (6-fluoro-3-(1-methyl-4-piperidinyl)-1H-indazole), C(C1=CC=CC=C1)(=O)Cl (benzoyl chloride), C(\C=C\C(=O)O)(=O)O (fumaric acid). RXN SMILES: [F:1][C:2]1[CH:10]=[C:9]2[C:5]([C:6]([CH:11]3[CH2:16][CH2:15][N:14]([CH3:17])[CH2:13][CH2:12]3)=[N:7][NH:8]2)=[CH:4][CH:3]=1.[C:18](Cl)(=[O:25])[C:19]1[CH:24]=[CH:23][CH:22]=[CH:21][CH:20]=1.[C:27]([OH:34])(=[O:33])/[CH:28]=[CH:29]/[C:30]([OH:32])=[O:31]>CCOCC>[C:27]([OH:34])(=[O:33])/[CH:28]=[CH:29]/[C:30]([OH:32])=[O:31].[C:18]([N:8]1[C:9]2[C:5](=[CH:4][CH:3]=[C:2]([F:1])[CH:10]=2)[C:6]([CH:11]2[CH2:16][CH2:15][N:14]([CH3:17])[CH2:13][CH2:12]2)=[N:7]1)(=[O:25])[C:19]1[CH:24]=[CH:23][CH:22]=[CH:21][CH:20]=1 |f:4.5|. The yield is 50.9%. Run at temperature 100 celsius, time 4 hour. Reactants: ClC1=C(SC=C1)B(O)O (3-Chlorothiophene-2-boronic acid), ClC1=CSC=C1 (3-chlorothiophene), BrC=1C=NC=CC1 (3-bromopyridine). Product: ClC1=C(SC=C1)C1=NC=CC=C1 ((3-Chlorothiophene-2-yl)pyridine). The yield is 14.2%. Reaction SMILES: [Cl:1][C:2]1[CH:6]=[CH:5][S:4][C:3]=1B(O)O.ClC1C=CSC=1.Br[C:17]1[CH:18]=[N:19][CH:20]=[CH:21][CH:22]=1>>[Cl:1][C:2]1[CH:6]=[CH:5][S:4][C:3]=1[C:18]1[CH:17]=[CH:22][CH:21]=[CH:20][N:19]=1. Procedure details: 3-Chlorothiophene-2-boronic acid (1.5 g, 9.24 mmol), prepared as described in EXAMPLE 48, Part A from 3-chlorothiophene was reacted with 3-bromopyridine (0.81 mL, 8.4 mmol) as described in EXAMPLE 48, Part B to give the title compound (0.232 g, 1.19 mmol). The reactants are ClC1=NC2=CC(=CC=C2C(=C1)C)Cl (2,7-Dichloro-4-methylquinoline), C[O-].[Na+] (sodium methoxide), [H-].[Na+] (sodium hydride). The solvent is CO (methanol), CO (methanol). The product is ClC1=CC=C2C(=CC(=NC2=C1)OC)C (7-Chloro-2-methoxy-4-methylquinoline). As a reaction SMILES: Cl[C:2]1[CH:11]=[C:10]([CH3:12])[C:9]2[C:4](=[CH:5][C:6]([Cl:13])=[CH:7][CH:8]=2)[N:3]=1.[CH3:14][O-:15].[Na+].[H-].[Na+]>CO>[Cl:13][C:6]1[CH:5]=[C:4]2[C:9]([C:10]([CH3:12])=[CH:11][C:2]([O:15][CH3:14])=[N:3]2)=[CH:8][CH:7]=1 |f:1.2,3.4|. Procedure details: 2-Chloroquinoline 14 (7.0 g; 32.8 mmol) was added to a solution of sodium methoxide in methanol generated from 1.08 g (36.1 mmol) of 80% sodium hydride in 80 ml of methanol. The resulting mixture was refluxed overnight. It was filtered while still hot to remove undissolved matter. The product crystallized from the methanol upon cooling to deliver 6.1 g (70%) of 15 as a white solid. 1H NMR (CDCl3);: δ2.62 (s, 3H); 4.10 (s, 3H); 6.78 (s, 1H); 7.38 (d, 1H); 7.81 (d, 1H); 7.93 (d, 1H). Reactants: ClC1=NC=CC=N1 (2-chloropyrimidine), CNCCO (2-methylaminoethanol), O (water). The solvent is O1CCCC1 (tetrahydrofuran). Yields the product CN(C1=NC=CC=N1)CCO (2-[N-Methyl-N-(2-pyrimidinyl)amino]ethanol). Reaction SMILES: Cl[C:2]1[N:7]=[CH:6][CH:5]=[CH:4][N:3]=1.[CH3:8][NH:9][CH2:10][CH2:11][OH:12].O>O1CCCC1>[CH3:8][N:9]([CH2:10][CH2:11][OH:12])[C:2]1[N:7]=[CH:6][CH:5]=[CH:4][N:3]=1. Reported procedure: A mixture of 2-chloropyrimidine (10 g) and 2-methylaminoethanol in dry tetrahydrofuran (100 ml) was boiled under reflux for 3 hours. The solution was cooled, water (200 ml) was added, the mixture extracted with dichloromethane, the organic extracts were dried (MgSO4), filtered and evaporated to dryness. The residual oil was used in Preparation 5 without further purification. Starting materials: [H-].[Na+] (NaH), CN(C)CCO (Dimethylaminoethanol), FC1=C(C=CC(=C1)S(=O)(=O)C)N1N=CC=2C1=NC=NC2O (1-(2-fluoro-4-methanesulfonyl-phenyl)-1H-pyrazolo[3,4-d]pyrimidin-4-ol), N#N (N2). Run in O1CCOCC1 (dioxane). Run at temperature 70 celsius. Yields the product CN(CCOC1=C(C=CC(=C1)S(=O)(=O)C)N1N=CC=2C1=NC=NC2O)C (1-[2-(2-dimethylamino-ethoxy)-4-methanesulfonyl-phenyl]-1H-pyrazolo[3,4-d]pyrimidin-4-ol). Reaction SMILES: [H-].[Na+].[CH3:3][N:4]([CH2:6][CH2:7][OH:8])[CH3:5].N#N.F[C:12]1[CH:17]=[C:16]([S:18]([CH3:21])(=[O:20])=[O:19])[CH:15]=[CH:14][C:13]=1[N:22]1[C:26]2=[N:27][CH:28]=[N:29][C:30]([OH:31])=[C:25]2[CH:24]=[N:23]1>O1CCOCC1>[CH3:3][N:4]([CH3:5])[CH2:6][CH2:7][O:8][C:12]1[CH:17]=[C:16]([S:18]([CH3:21])(=[O:20])=[O:19])[CH:15]=[CH:14][C:13]=1[N:22]1[C:26]2=[N:27][CH:28]=[N:29][C:30]([OH:31])=[C:25]2[CH:24]=[N:23]1 |f:0.1|. Procedure details: In a reaction vial was placed a stir bar and NaH (60% in oil, 90 mg). Dimethylaminoethanol (200 mg) was dissolved in dioxane (1.5 mL) and added to the reaction vial under N2. The mixture was stirred at room temperature for 1 hour before 1-(2-fluoro-4-methanesulfonyl-phenyl)-1H-pyrazolo[3,4-d]pyrimidin-4-ol (50 mg) was added. The reaction mixture was heated at 70° C. for 60 hours. The resulting solution was concentrated under vacuum and 1-[2-(2-dimethylamino-ethoxy)-4-methanesulfonyl-phenyl]-1H-p... Starting materials: CCN(C(C)C)C(C)C, O=[N+]([O-])c1cnc(Cl)nc1NC1CCCC1, NC1CCC(O)CC1, CN(C)C=O. Product: O=[N+]([O-])c1cnc(NC2CCC(O)CC2)nc1NC1CCCC1. Reaction SMILES: [CH:25]([N:26]([CH2:27][CH3:28])[CH:29]([CH3:30])[CH3:31])([CH3:32])[CH3:33].[Cl:1][c:2]1[n:3][cH:4][c:5]([N+:14](=[O:15])[O-:16])[c:6]([NH:8][CH:9]2[CH2:10][CH2:11][CH2:12][CH2:13]2)[n:7]1.[NH2:17][CH:18]1[CH2:19][CH2:20][CH:21]([OH:24])[CH2:22][CH2:23]1.[O:34]=[CH:35][N:36]([CH3:37])[CH3:38]>>[c:2]1([NH:17][CH:18]2[CH2:19][CH2:20][CH:21]([OH:24])[CH2:22][CH2:23]2)[n:3][cH:4][c:5]([N+:14](=[O:15])[O-:16])[c:6]([NH:8][CH:9]2[CH2:10][CH2:11][CH2:12][CH2:13]2)[n:7]1.